describe an organic reaction: reactants, conditions, products, and yield From a dataset of the Open Reaction Database (ORD), a public repository of structured organic reaction records. The reactants are C(C)(=O)OC(CN1CC2=CC=CC=C2CC1)CN(C(C)=O)C1=CC(=CC=C1)C=1C=CC2=C(N(C=N2)C)C1 (1-(3,4-dihydroisoquinolin-2(1H)-yl)-3-(N-(3-(1-methyl-1H-benzo[d]imidazol-6-yl)phenyl)acetamido)propan-2-yl acetate), [OH-].[Li+] (lithium hydroxide). Solvent: CCO (EtOH), O (H2O). Conditions: temperature 25 celsius. The product is C1N(CCC2=CC=CC=C12)CC(CN(C(C)=O)C1=CC(=CC=C1)C=1C=CC2=C(N(C=N2)C)C1)O (N-(3-(3,4-dihydroisoquinolin-2(1H)-yl)-2-hydroxypropyl)-N-(3-(1-methyl-1H-benzo[d]imidazol-6-yl)phenyl)acetamide). The yield is 6.7%. As a reaction SMILES: C([O:4][CH:5]([CH2:17][N:18]([C:22]1[CH:27]=[CH:26][CH:25]=[C:24]([C:28]2[CH:29]=[CH:30][C:31]3[N:35]=[CH:34][N:33]([CH3:36])[C:32]=3[CH:37]=2)[CH:23]=1)[C:19](=[O:21])[CH3:20])[CH2:6][N:7]1[CH2:16][CH2:15][C:14]2[C:9](=[CH:10][CH:11]=[CH:12][CH:13]=2)[CH2:8]1)(=O)C.[OH-].[Li+]>CCO.O>[CH2:8]1[C:9]2[C:14](=[CH:13][CH:12]=[CH:11][CH:10]=2)[CH2:15][CH2:16][N:7]1[CH2:6][CH:5]([OH:4])[CH2:17][N:18]([C:22]1[CH:27]=[CH:26][CH:25]=[C:24]([C:28]2[CH:29]=[CH:30][C:31]3[N:35]=[CH:34][N:33]([CH3:36])[C:32]=3[CH:37]=2)[CH:23]=1)[C:19](=[O:21])[CH3:20] |f:1.2|. Procedure details: To a solution of 1-(3,4-dihydroisoquinolin-2(1H)-yl)-3-(N-(3-(1-methyl-1H-benzo[d]imidazol-6-yl)phenyl)acetamido)propan-2-yl acetate (60 mg, 0.121 mmol) in EtOH (2 ml) and H2O (1 mL) was added lithium hydroxide (10 mg, 0.238 mmol). The mixture was stirred at 25° C. until LCMS indicated completion of the reaction. Solvents were evaporated and the residue dissolved in 30 mL DCM, washed with aq. NaHCO3 and water then dried over anhydrous Na2SO4, and filtrated. Solvent was removed from this filtrate...